From a dataset of the Open Reaction Database (ORD), a public repository of structured organic reaction records. describe an organic reaction: reactants, conditions, products, and yield Starting materials: BrC1=CC(=C(C=C1)S(=O)(=O)Cl)OC(F)(F)F (4-bromo-2-trifluoromethoxy-benzenesulfonyl chloride), C(C)(C)N(CC)C(C)C (diisopropylethylamine), C(C1=CC=CC=C1)N1CCC(CC1)NC1=NC2=CC=CC=C2C(=N1)N(C)C (N2-(1-benzyl-piperidin-4-yl)-N4,N4-dimethyl-quinazoline-2,4-diamine). The reagents and catalysts are [OH-].[OH-].[Pd+2] (Pd(OH)2). Solvent: C(Cl)Cl (CH2Cl2), C(Cl)Cl (CH2Cl2), CO (MeOH). Run at temperature 50 celsius, time 16.5 hour. The product is BrC1=CC(=C(C=C1)S(=O)(=O)N1CCC(CC1)NC1=NC2=CC=CC=C2C(=N1)N(C)C)OC(F)(F)F (N2-[1-(4-bromo-2-trifluoromethoxy-benzenesulfonyl)-piperidin-4-yl]-N4,N4-dimethyl-quinazoline-2,4-diamine). The yield is 42.8%. Reaction SMILES: C([N:8]1[CH2:13][CH2:12][CH:11]([NH:14][C:15]2[N:24]=[C:23]([N:25]([CH3:27])[CH3:26])[C:22]3[C:17](=[CH:18][CH:19]=[CH:20][CH:21]=3)[N:16]=2)[CH2:10][CH2:9]1)C1C=CC=CC=1.C(N(C(C)C)CC)(C)C.[Br:37][C:38]1[CH:43]=[CH:42][C:41]([S:44](Cl)(=[O:46])=[O:45])=[C:40]([O:48][C:49]([F:52])([F:51])[F:50])[CH:39]=1>CO.C(Cl)Cl.[OH-].[OH-].[Pd+2]>[Br:37][C:38]1[CH:43]=[CH:42][C:41]([S:44]([N:8]2[CH2:9][CH2:10][CH:11]([NH:14][C:15]3[N:24]=[C:23]([N:25]([CH3:26])[CH3:27])[C:22]4[C:17](=[CH:18][CH:19]=[CH:20][CH:21]=4)[N:16]=3)[CH2:12][CH2:13]2)(=[O:46])=[O:45])=[C:40]([O:48][C:49]([F:51])([F:50])[F:52])[CH:39]=1 |f:5.6.7|. Reported procedure: To a solution of N2-(1-benzyl-piperidin-4-yl)-N4,N4-dimethyl-quinazoline-2,4-diamine (500 mg, 1.38 mmol) in MeOH (5 mL) was added 20% Pd(OH)2 (100 mg). The mixture was stirred at ambient temperature under hydrogen atmosphere for 1.5 hr, at 50° C. for 8 hr, at ambient temperature for 16.5 hr, filtered through a pad of celite, and concentrated. To a solution of the residue in CH2Cl2 (5 mL) was added diisopropylethylamine (510 μL, 2.93 mmol). The mixture was cooled to 4° C. and a solution of 4-brom...